Dataset: the Open Reaction Database (ORD), a public repository of structured organic reaction records. Task: describe an organic reaction: reactants, conditions, products, and yield Starting materials: CN(C)C=O, [Na+], [Na+], COc1ccc([N+](=O)[O-])c2c1OCC(C(=O)Nc1ccc(N3CCOCC3)cc1)C2, O, O=S([O-])S(=O)[O-]. Yields the product COc1ccc(N)c2c1OCC(C(=O)Nc1ccc(N3CCOCC3)cc1)C2. RXN SMILES: [CH3:39][N:40]([CH3:41])[CH:42]=[O:43].[Na+:37].[Na+:38].[O:1]1[CH2:2][CH2:3][N:4]([c:7]2[cH:8][cH:9][c:10]([NH:13][C:14](=[O:15])[CH:16]3[CH2:17][O:18][c:19]4[c:20]([c:22]([N+:28]([O-:29])=[O:30])[cH:23][cH:24][c:25]4[O:26][CH3:27])[CH2:21]3)[cH:11][cH:12]2)[CH2:5][CH2:6]1.[OH2:44].[S:31]([S:32]([O-:33])=[O:34])([O-:35])=[O:36]>>[O:1]1[CH2:2][CH2:3][N:4]([c:7]2[cH:8][cH:9][c:10]([NH:13][C:14](=[O:15])[CH:16]3[CH2:17][O:18][c:19]4[c:20]([c:22]([NH2:28])[cH:23][cH:24][c:25]4[O:26][CH3:27])[CH2:21]3)[cH:11][cH:12]2)[CH2:5][CH2:6]1. Reactants: ClC1=NC=C(C=C1)Cl (2,5-dichloropyridine), FC1=CC=C(OC[C@@H]2CC[C@@H]3N(CCNC3)C2)C=C1 ((7R,9aS)-7-(4-fluorophenoxy)methyl-2,3,4,6,7,8,9,9a-octahydro-1H-pyrido[1,2-a]pyrazine), Cl (HCl). The product is FC1=CC=C(OC[C@@H]2CC[C@@H]3N(CCN(C3)C3=NC=C(C=C3)Cl)C2)C=C1 ((7R,9aS)-7-(4-Fluorophenoxy)methyl-2-(5-chloropyridin-2-yl)-2,3,4,6,7,8,9,9a-octahydro-1H-pyrido[1,2-a]pyrazine). Reaction SMILES: Cl[C:2]1[CH:7]=[CH:6][C:5]([Cl:8])=[CH:4][N:3]=1.[F:9][C:10]1[CH:27]=[CH:26][C:13]([O:14][CH2:15][C@H:16]2[CH2:25][N:20]3[CH2:21][CH2:22][NH:23][CH2:24][C@@H:19]3[CH2:18][CH2:17]2)=[CH:12][CH:11]=1.Cl>>[F:9][C:10]1[CH:11]=[CH:12][C:13]([O:14][CH2:15][C@H:16]2[CH2:25][N:20]3[CH2:21][CH2:22][N:23]([C:2]4[CH:7]=[CH:6][C:5]([Cl:8])=[CH:4][N:3]=4)[CH2:24][C@@H:19]3[CH2:18][CH2:17]2)=[CH:26][CH:27]=1. Procedure details: The title compound was prepared according to Preparation 11 using 2,5-dichloropyridine and (7R,9aS)-7-(4-fluorophenoxy)methyl-2,3,4,6,7,8,9,9a-octahydro-1H-pyrido[1,2-a]pyrazine (Preparation 8). mp (.HCl) 237–238° C. 13C NMR (base, CDCl3): δ 27.0, 29.1, 36.4, 45.3, 50.9, 54.6, 58.7, 60.5, 71.6, 107.7, 115.36, 115.47, 115.60, 115.90, 120.1, 137.1, 146.3, 155.1, 155.6, 157.6, 158.8. HRMS calcd for C20H23ClFN3O: 375.1514; found, 375.1544. The reactants are CCCCCC (hexane), C(C=C)C=1C=C(C(=O)OC)C=CC1OCC=C (methyl 3-(2-propen-1-yl)-4-(2-propen-1-yloxy)benzoate), C(C)(=O)OCC (ethyl acetate), CCCCCC (hexane). Solvent: 12-dichlorobenzene. Yields the product OC1=C(C=C(C(=O)OC)C=C1CC=C)CC=C (methyl 4-hydroxy-3,5-di(2-propen-1-yl)benzoate). The yield is 97.0%. RXN SMILES: [CH2:1]([C:4]1[CH:5]=[C:6]([CH:11]=[CH:12][C:13]=1[O:14]CC=C)[C:7]([O:9][CH3:10])=[O:8])[CH:2]=[CH2:3].C(OCC)(=O)C.[CH3:24][CH2:25][CH2:26]CCC>>[OH:14][C:13]1[C:12]([CH2:26][CH:25]=[CH2:24])=[CH:11][C:6]([C:7]([O:9][CH3:10])=[O:8])=[CH:5][C:4]=1[CH2:1][CH:2]=[CH2:3]. Procedure details: The product of Step A (3.2g, 13.8 mmol) was refluxed in 12-dichlorobenzene for 3 days in the presence of a catalytic amount of BHT (10 mg). Flash column chromatography of the mixture using hexane and then 10% and 20% ethyl acetate in hexane afforded 3.1 g (97%) of the title compound. Starting materials: FC(C(=O)O)(F)F.ClC=1C=C2[C@@H](CN(CC2=C(C1)Cl)C)C1=C(C=CC=C1)NC(=O)COCC(=O)O ({[2-((R)-6,8-Dichloro-2-methyl-1,2,3,4-tetrahydroisoquinolin-4-yl)phenylcarbamoyl]-methoxy}acetic acid trifluoroacetic acid salt), CCN(C(C)C)C(C)C (Hünig's base), C(CCl)Cl (EDC), C(CCl)Cl (EDC), CCN(C(C)C)C(C)C (Hünig's base). Run in ClCCl (dichloromethane). Run at time 8 hour. Product: FC(C(=O)O)(F)F.ClC=1C=C2[C@@H](CN(CC2=C(C1)Cl)C)C1=C(C=CC=C1)N1C(COCC1=O)=O (4-[2-((R)-6,8-Dichloro-2-methyl-1,2,3,4-tetrahydroisoquinolin-4-yl)phenyl]-morpholine-3,5-dione trifluoroacetic acid salt). RXN SMILES: [F:1][C:2]([F:7])([F:6])[C:3]([OH:5])=[O:4].[Cl:8][C:9]1[CH:10]=[C:11]2[C:16](=[C:17]([Cl:19])[CH:18]=1)[CH2:15][N:14]([CH3:20])[CH2:13][C@H:12]2[C:21]1[CH:26]=[CH:25][CH:24]=[CH:23][C:22]=1[NH:27][C:28]([CH2:30][O:31][CH2:32][C:33]([OH:35])=O)=[O:29].CCN(C(C)C)C(C)C.C(Cl)CCl>ClCCl>[F:1][C:2]([F:7])([F:6])[C:3]([OH:5])=[O:4].[Cl:8][C:9]1[CH:10]=[C:11]2[C:16](=[C:17]([Cl:19])[CH:18]=1)[CH2:15][N:14]([CH3:20])[CH2:13][C@H:12]2[C:21]1[CH:26]=[CH:25][CH:24]=[CH:23][C:22]=1[N:27]1[C:28](=[O:29])[CH2:30][O:31][CH2:32][C:33]1=[O:35] |f:0.1,5.6|. Reported procedure: 4 {[2-((R)-6,8-Dichloro-2-methyl-1,2,3,4-tetrahydroisoquinolin-4-yl)phenylcarbamoyl]-methoxy}acetic acid trifluoroacetic acid salt (50 mg) was dissolved in absolute dichloromethane (2 ml) with stirring and admixed with Hünig's base (46 μl). EDC (22 mg) was then added and the mixture was stirred at room temperature for several hours. After standing overnight, further EDC (22 mg) and Hünig's base (46 μl) were added. After 24 h, the solvent was removed and the residue purified by means of preparati... Conditions: time 2 day. Reported procedure: A suspension of 5-chloro-2-(4-chlorophenyl)-3H-imidazo[4,5-b]pyridine-3-acetic acid (3.1 g, 0.00963 mole) and 1,1'-carbonyldiimidazole (1.56 g, 0.00963 mole) in tetrahydrofuran (100 ml) was refluxed under nitrogen for 1.5 hours, cooled to room temperature, and a stream of nitrogen was bubbled through the solution for one hour. The solution was cooled in a dry ice/acetone bath and liquid ammonium (50 ml) was added. The reaction mixture was allowed to warm to room temperature and was stirred at ro... As a reaction SMILES: [Cl:1][C:2]1[N:7]=[C:6]2[N:8]([CH2:18][C:19]([OH:21])=[O:20])[C:9]([C:11]3[CH:16]=[CH:15][C:14]([Cl:17])=[CH:13][CH:12]=3)=[N:10][C:5]2=[CH:4][CH:3]=1.C(N1C=CN=C1)([N:24]1C=CN=C1)=O>O1CCCC1>[OH2:20].[Cl:1][C:2]1[N:7]=[C:6]2[N:8]([CH2:18][C:19]([NH2:24])=[O:21])[C:9]([C:11]3[CH:16]=[CH:15][C:14]([Cl:17])=[CH:13][CH:12]=3)=[N:10][C:5]2=[CH:4][CH:3]=1 |f:3.4|. Product: O.ClC1=CC=C2C(=N1)N(C(=N2)C2=CC=C(C=C2)Cl)CC(=O)N (5-Chloro-2-(4-chlorophenyl)-3H-imidazo[4,5-b]pyridine-3-acetamide hydrate). Run in O1CCCC1 (tetrahydrofuran). The reactants are ClC1=CC=C2C(=N1)N(C(=N2)C2=CC=C(C=C2)Cl)CC(=O)O (5-chloro-2-(4-chlorophenyl)-3H-imidazo[4,5-b]pyridine-3-acetic acid), C(=O)(N1C=NC=C1)N1C=NC=C1 (1,1'-carbonyldiimidazole).